describe an organic reaction: reactants, conditions, products, and yield From a dataset of the Open Reaction Database (ORD), a public repository of structured organic reaction records. Starting materials: NC(N)=NC=1SC=C(N1)C1=NC(=CC=C1)C(=O)OC (2-(diaminomethyleneamino)-4-(6-methoxycarbonylpyridin-2-yl)thiazole), O.NN (hydrazine monohydrate), C(C)(=O)OCC (ethyl acetate). Solvent: C(C)O (ethanol). Product: NC(N)=NC=1SC=C(N1)C1=NC(=CC=C1)C(=O)NN (2-(diaminomethyleneamino)-4-(6-hydrazinocarbonylpyridin-2-yl)thiazole). As a reaction SMILES: [NH2:1][C:2](=[N:4][C:5]1[S:6][CH:7]=[C:8]([C:10]2[CH:15]=[CH:14][CH:13]=[C:12]([C:16]([O:18]C)=O)[N:11]=2)[N:9]=1)[NH2:3].O.[NH2:21][NH2:22].C(OCC)(=O)C>C(O)C>[NH2:3][C:2](=[N:4][C:5]1[S:6][CH:7]=[C:8]([C:10]2[CH:15]=[CH:14][CH:13]=[C:12]([C:16]([NH:21][NH2:22])=[O:18])[N:11]=2)[N:9]=1)[NH2:1] |f:1.2|. Reported procedure: A mixture of 2-(diaminomethyleneamino)-4-(6-methoxycarbonylpyridin-2-yl)thiazole (4.0 g) and 100% hydrazine monohydrate (1.05 ml) in ethanol (40 ml) was heated under reflux for 8 hours. To the reaction mixture was added ethyl acetate (60 ml) under stirring at ambient temperature. The isolated precipitate was collected by filtration to give 2-(diaminomethyleneamino)-4-(6-hydrazinocarbonylpyridin-2-yl)thiazole (3.19 g). RXN SMILES: [CH2:33]1[O:34][CH2:35][CH2:36][CH2:37]1.[ClH:38].[F:20][C:21]([c:22]1[cH:23][cH:24][c:25]([N:28]=[C:29]=[O:30])[cH:26][cH:27]1)([F:31])[F:32].[H-:2].[NH2:3][c:4]1[n:5][c:6]([O:14][CH2:15][C:16]([F:17])([F:18])[F:19])[cH:7][c:8]([C:10]([F:11])([F:12])[F:13])[n:9]1.[Na+:1]>>[NH:3]([c:4]1[n:5][c:6]([O:14][CH2:15][C:16]([F:17])([F:18])[F:19])[cH:7][c:8]([C:10]([F:11])([F:12])[F:13])[n:9]1)[C:29]([NH:28][c:25]1[cH:24][cH:23][c:22]([C:21]([F:20])([F:31])[F:32])[cH:27][cH:26]1)=[O:30]. Reactants: C1CCOC1, Cl, O=C=Nc1ccc(C(F)(F)F)cc1, [H-], Nc1nc(OCC(F)(F)F)cc(C(F)(F)F)n1, [Na+]. Yields the product O=C(Nc1ccc(C(F)(F)F)cc1)Nc1nc(OCC(F)(F)F)cc(C(F)(F)F)n1.